Task: describe an organic reaction: reactants, conditions, products, and yield. Dataset: the Open Reaction Database (ORD), a public repository of structured organic reaction records Starting materials: CCOC(=O)c1c(C)nc2n(-c3c(C)cc(C)cc3C)c3ccc(F)cc3n12, C[Al](C)C, CCCNCC1CC1, [Na+], [OH-], c1ccccc1. Yields the product CCCN(CC1CC1)C(=O)c1c(C)nc2n(-c3c(C)cc(C)cc3C)c3ccc(F)cc3n12. Reaction SMILES: [CH2:13]([O:14][C:16](=[O:17])[c:18]1[c:19]([CH3:40])[n:20][c:21]2[n:22]1[c:23]1[cH:24][c:25]([F:39])[cH:26][cH:27][c:28]1[n:29]2-[c:30]1[c:31]([CH3:38])[cH:32][c:33]([CH3:37])[cH:34][c:35]1[CH3:36])[CH3:15].[CH3:1][Al:2]([CH3:3])[CH3:4].[CH:5]1([CH2:8][NH:9][CH2:10][CH2:11][CH3:12])[CH2:6][CH2:7]1.[Na+:42].[OH-:41].[cH:43]1[cH:44][cH:45][cH:46][cH:47][cH:48]1>>[CH:5]1([CH2:8][N:9]([CH2:10][CH2:11][CH3:12])[C:16](=[O:17])[c:18]2[c:19]([CH3:40])[n:20][c:21]3[n:22]2[c:23]2[cH:24][c:25]([F:39])[cH:26][cH:27][c:28]2[n:29]3-[c:30]2[c:31]([CH3:38])[cH:32][c:33]([CH3:37])[cH:34][c:35]2[CH3:36])[CH2:6][CH2:7]1.